This data is from the Open Reaction Database (ORD), a public repository of structured organic reaction records. The task is: describe an organic reaction: reactants, conditions, products, and yield Reactants: O=C1CCC(=O)N1Br, O=C(OOC(=O)c1ccccc1)c1ccccc1, COC(=O)c1cc(Br)ccc1C, ClC(Cl)(Cl)Cl. The product is COC(=O)c1cc(Br)ccc1CBr. As a reaction SMILES: [Br:13][N:14]1[C:15](=[O:16])[CH2:17][CH2:18][C:19]1=[O:20].[C:21]([O:22][O:23][C:24](=[O:25])[c:26]1[cH:27][cH:28][cH:29][cH:30][cH:31]1)(=[O:32])[c:33]1[cH:34][cH:35][cH:36][cH:37][cH:38]1.[CH3:1][O:2][C:3]([c:4]1[c:5]([CH3:11])[cH:6][cH:7][c:8]([Br:10])[cH:9]1)=[O:12].[Cl:39][C:40]([Cl:41])([Cl:42])[Cl:43]>>[CH3:1][O:2][C:3]([c:4]1[c:5]([CH2:11][Br:13])[cH:6][cH:7][c:8]([Br:10])[cH:9]1)=[O:12].